This data is from the Open Reaction Database (ORD), a public repository of structured organic reaction records. The task is: describe an organic reaction: reactants, conditions, products, and yield Starting materials: FC1=C(C(=C(C(=C1F)F)F)F)C(C)=O (2′,3′,4′,5′,6′-Pentafluoroacetophenone), A6, [N-]=[N+]=[N-].[Na+] (sodium azide), [Br-] (bromide). Yields the product Compound 151, BrCC(=O)C1=C(C(=C(C(=C1F)F)N=[N+]=[N-])F)F (2-bromo-4′-azido-2′,3′,5′,6′-tetrafluoroacetophenone). As a reaction SMILES: [F:1][C:2]1[C:7]([F:8])=[C:6](F)[C:5]([F:10])=[C:4]([F:11])[C:3]=1[C:12](=[O:14])[CH3:13].[N-:15]=[N+:16]=[N-:17].[Na+].[Br-:19]>>[Br:19][CH2:13][C:12]([C:3]1[C:2]([F:1])=[C:7]([F:8])[C:6]([N:15]=[N+:16]=[N-:17])=[C:5]([F:10])[C:4]=1[F:11])=[O:14] |f:1.2|. Procedure: Compound 151 was prepared using the following strategy. 2′,3′,4′,5′,6′-Pentafluoroacetophenone, A6, was treated with sodium azide, followed by bromide, to provide 2-bromo-4′-azido-2′,3′,5′,6′-tetrafluoroacetophenone, A151 (Keana, J. F. W.; Cai, S. X. J. Org. Chem., 1990, 55, 3640). Reactants: CCOC(=O)Nc1nc2cc(OC)ccc2nc1OC, COc1cccc(N2CCNCC2)c1. The product is COc1cccc(N2CCN(C(=O)Nc3nc4cc(OC)ccc4nc3OC)CC2)c1. RXN SMILES: [CH3:1][O:2][c:3]1[n:4][c:5]2[cH:6][cH:7][c:8]([O:19][CH3:20])[cH:9][c:10]2[n:11][c:12]1[NH:13][C:14]([O:15][CH2:16][CH3:17])=[O:18].[CH3:21][O:22][c:23]1[cH:24][c:25]([N:29]2[CH2:30][CH2:31][NH:32][CH2:33][CH2:34]2)[cH:26][cH:27][cH:28]1>>[CH3:1][O:2][c:3]1[n:4][c:5]2[cH:6][cH:7][c:8]([O:19][CH3:20])[cH:9][c:10]2[n:11][c:12]1[NH:13][C:14](=[O:18])[N:32]1[CH2:31][CH2:30][N:29]([c:25]2[cH:24][c:23]([O:22][CH3:21])[cH:28][cH:27][cH:26]2)[CH2:34][CH2:33]1. Starting materials: [C-]#N.[Li+] (lithium cyanide), C(#N)P(OCC)(OCC)=O (diethyl cyanophosphonate), ClC1=C2CCCC(C2=CC(=C1OC)Cl)=O (5,7-Dichloro-6-methoxy-1-tetralone). Solvent: O1CCCC1 (tetrahydrofuran). Conditions: temperature -15 celsius, time 30 minute. Yields the product C(#N)COC=1C(=C2CCC=CC2=CC1Cl)Cl (1-Cyano-5,7-dichloro-6-methoxy-(3,4-dihydronaphthalene)). Yield: 95.0%. As a reaction SMILES: [Cl:1][C:2]1[C:11]([O:12][CH3:13])=[C:10]([Cl:14])[CH:9]=[C:8]2[C:3]=1[CH2:4][CH2:5][CH2:6][C:7]2=O.[C-]#N.[Li+].[C:19](P(=O)(OCC)OCC)#[N:20]>O1CCCC1>[C:19]([CH2:13][O:12][C:11]1[C:2]([Cl:1])=[C:3]2[C:8](=[CH:9][C:10]=1[Cl:14])[CH:7]=[CH:6][CH2:5][CH2:4]2)#[N:20] |f:1.2|. Procedure details: The product from Example 96 (0.2 g) was dissolved in tetrahydrofuran (15 ml), cooled to -15° C. and treated with lithium cyanide (20 mg) and diethyl cyanophosphonate (0.2 ml). After 30 minutes, the reaction was quenched with water and extracted with ethyl acetate. The organic layer was separated, dried and the solvent evaporated. The residue was dissolved in benzene (30 ml) and a catalytic amount of p-toluenesulfonic acid was added. The reaction was refluxed for 30 minutes, quenched with 5% sodi... The reactants are C(C1=CC=CC=C1)O[C@@H]1[C@@]2(CO[C@]([C@@H]([C@H]1OCC1=CC=CC=C1)OCC1=CC=CC=C1)(O2)C2=CC(=C(C=C2)Cl)CC2=CC=C(C=C2)OCC)C2(CC2)O (1-[(1S,2S,3S,4R,5S)-2,3,4-tribenzyloxy-5-[4-chloro-3 [(4-ethoxyphenyl)methyl]phenyl]-6,8-dioxabicyclo[3.2.1]octan-1-yl]cyclopropanol), ClC1=C(C=CC=C1)Cl (o-dichlorobenzene). The reagents and catalysts are [Pd] (Pd/C). The solvent is CO.O1CCCC1 (methanol tetrahydrofuran). As a reaction SMILES: C([O:8][C@H:9]1[C@H:15]([O:16]CC2C=CC=CC=2)[C@@H:14]([O:24]CC2C=CC=CC=2)[C@:13]2([C:33]3[CH:38]=[CH:37][C:36]([Cl:39])=[C:35]([CH2:40][C:41]4[CH:46]=[CH:45][C:44]([O:47][CH2:48][CH3:49])=[CH:43][CH:42]=4)[CH:34]=3)[O:32][C@@:10]1([C:50]1([OH:53])[CH2:52][CH2:51]1)[CH2:11][O:12]2)C1C=CC=CC=1.ClC1C=CC=CC=1Cl>[Pd].CO.O1CCCC1>[Cl:39][C:36]1[CH:37]=[CH:38][C:33]([C@@:13]23[O:32][C@@:10]([C:50]4([OH:53])[CH2:51][CH2:52]4)([CH2:11][O:12]2)[C@@H:9]([OH:8])[C@H:15]([OH:16])[C@H:14]3[OH:24])=[CH:34][C:35]=1[CH2:40][C:41]1[CH:46]=[CH:45][C:44]([O:47][CH2:48][CH3:49])=[CH:43][CH:42]=1 |f:3.4|. The yield is 51.8%. Reaction conditions: time 4 hour. The product is ClC1=C(C=C(C=C1)[C@]12[C@@H]([C@H]([C@@H]([C@](CO1)(O2)C2(CC2)O)O)O)O)CC2=CC=C(C=C2)OCC ((1S,2S,3S,4R,5S)-5-[4-chloro-3 [(4-ethoxyphenyl)methyl]phenyl]-1-(1-hydroxycyclopropyl)-6,8-dioxabicyclo[3.2.1]octane-2,3,4-triol). Procedure: To a solution of 1-[(1S,2S,3S,4R,5S)-2,3,4-tribenzyloxy-5-[4-chloro-3[(4-ethoxyphenyl)methyl]phenyl]-6,8-dioxabicyclo[3.2.1]octan-1-yl]cyclopropanol 6a (75 mg, 0.1 mmol) in a methanol/tetrahydrofuran mixture (v/v=4/1, 5 mL) were added o-dichlorobenzene (74.97 mg, 0.51 mmol) and 10% Pd/C (15 mg, 0.01 mmol) in turn. The mixture was stirred at room temperature under H2 for 4 hours and filtered. The filter cake was washed with a methanol/tetrahydrofuran mixture (v/v=4/1, 10 mL×2). The combined filtr... The reactants are C(C1=CC=CC=C1)OC1=CC(N(C=C1)CCC=1SC(=CC1)CO)=O (4-Benzyloxy-1-[2-(5-hydroxymethyl-thiophen-2-yl)-ethyl]-1H-pyridin-2-one), N1CCC(CC1)NC(C)=O (N-piperidin-4-yl-acetamide). Yields the product C(C1=CC=CC=C1)OC1=CC(N(C=C1)CCC1=CC=C(S1)CN1CCC(CC1)NC(C)=O)=O (N-(1-{5-[2-(4-Benzyloxy-2-oxo-2H-pyridin-1-yl)-ethyl]-thiophen-2-ylmethyl}-piperidin-4-yl)acetamide). RXN SMILES: [CH2:1]([O:8][C:9]1[CH:14]=[CH:13][N:12]([CH2:15][CH2:16][C:17]2[S:18][C:19]([CH2:22]O)=[CH:20][CH:21]=2)[C:11](=[O:24])[CH:10]=1)[C:2]1[CH:7]=[CH:6][CH:5]=[CH:4][CH:3]=1.[NH:25]1[CH2:30][CH2:29][CH:28]([NH:31][C:32](=[O:34])[CH3:33])[CH2:27][CH2:26]1>>[CH2:1]([O:8][C:9]1[CH:14]=[CH:13][N:12]([CH2:15][CH2:16][C:17]2[S:18][C:19]([CH2:22][N:25]3[CH2:30][CH2:29][CH:28]([NH:31][C:32](=[O:34])[CH3:33])[CH2:27][CH2:26]3)=[CH:20][CH:21]=2)[C:11](=[O:24])[CH:10]=1)[C:2]1[CH:7]=[CH:6][CH:5]=[CH:4][CH:3]=1. Procedure: N-(1-{5-[2-(4-Benzyloxy-2-oxo-2H-pyridin-1-yl)-ethyl]-thiophen-2-ylmethyl}-piperidin-4-yl)acetamide is prepared as example 28.1 from 70 mg (0.21 mmol) 4-benzyloxy-1-[2-(5-hydroxymethyl-thiophen-2-yl)-ethyl]-1H-pyridin-2-one (preparation 11d) and 58 mg (0.41 mmol) N-piperidin-4-yl-acetamide. The reactants are C(#N)[BH3-].[Na+] (Sodium cyanoborohydride), NC1CCN(CC1)CC=1C=CN2N=CN=C(C21)NC=2C=C1C=NN(C1=CC2)CC2=CC(=CC=C2)F ([5-(4-amino-piperidin-1-ylmethyl)-pyrrolo[2,1-f][1,2,4]triazin-4-yl]-[1-(3-fluoro-benzyl)-1H-indazol-5-yl]-amine), C(C)(=O)O (acetic acid), C=O (formaldehyde). The solvent is C(Cl)Cl (DCM). Run at time 0.5 hour. Product: CN(C1CCN(CC1)CC=1C=CN2N=CN=C(C21)NC=2C=C1C=NN(C1=CC2)CC2=CC(=CC=C2)F)C ([5-(4-Dimethylamino-piperidin-1-ylmethyl)-pyrrolo[2,1-f][1,2,4]triazin-4-yl]-[1-(3-fluoro-benzyl)-1H-indazol-5-yl]-amine). Yield: 8.0%. Reaction SMILES: [C:1]([BH3-])#[N:2].[Na+].N[CH:6]1[CH2:11][CH2:10][N:9]([CH2:12][C:13]2[CH:14]=[CH:15][N:16]3[C:21]=2[C:20]([NH:22][C:23]2[CH:24]=[C:25]4[C:29](=[CH:30][CH:31]=2)[N:28]([CH2:32][C:33]2[CH:38]=[CH:37][CH:36]=[C:35]([F:39])[CH:34]=2)[N:27]=[CH:26]4)=[N:19][CH:18]=[N:17]3)[CH2:8][CH2:7]1.[C:40](O)(=O)C.C=O>C(Cl)Cl>[CH3:40][N:2]([CH3:1])[CH:6]1[CH2:11][CH2:10][N:9]([CH2:12][C:13]2[CH:14]=[CH:15][N:16]3[C:21]=2[C:20]([NH:22][C:23]2[CH:24]=[C:25]4[C:29](=[CH:30][CH:31]=2)[N:28]([CH2:32][C:33]2[CH:38]=[CH:37][CH:36]=[C:35]([F:39])[CH:34]=2)[N:27]=[CH:26]4)=[N:19][CH:18]=[N:17]3)[CH2:8][CH2:7]1 |f:0.1|. Procedure: Sodium cyanoborohydride (5 mg, 2 equiv.) was added to a solution of [5-(4-amino-piperidin-1-ylmethyl)-pyrrolo[2,1-f][1,2,4]triazin-4-yl]-[1-(3-fluoro-benzyl)-1H-indazol-5-yl]-amine (20 mg, 0.042 mmole), acetic acid (3 uL), and 37% formaldehyde (7 uL, 2 equiv.) in DCM (0.3 ml) at 0° C. After 0.5 h, the reaction was removed from the ice-bath and, after an additional 4 h, was diluted with DCM and made alkaline with saturated NaCO3 solution. The organic layer was dried (Na2SO4) and the solvent was r... The reactants are BrC1=CSC2=C1N=C(N=C2)Cl (7-bromo-2-chlorothieno[3,2-d]pyrimidine), N1=CC(=CC2=CC=CC=C12)B(O)O (quinolin-3-ylboronic acid). The product is ClC=1N=CC2=C(N1)C(=CS2)C=2C=NC1=CC=CC=C1C2 (2-Chloro-7-(quinolin-3-yl)thieno[3,2-d]pyrimidine). Isolated yield 58.0%. RXN SMILES: Br[C:2]1[C:6]2[N:7]=[C:8]([Cl:11])[N:9]=[CH:10][C:5]=2[S:4][CH:3]=1.[N:12]1[C:21]2[C:16](=[CH:17][CH:18]=[CH:19][CH:20]=2)[CH:15]=[C:14](B(O)O)[CH:13]=1>>[Cl:11][C:8]1[N:9]=[CH:10][C:5]2[S:4][CH:3]=[C:2]([C:14]3[CH:13]=[N:12][C:21]4[C:16]([CH:15]=3)=[CH:17][CH:18]=[CH:19][CH:20]=4)[C:6]=2[N:7]=1. Procedure: 2-Chloro-7-(quinolin-3-yl)thieno[3,2-d]pyrimidine (140 mg, 58% yield) was prepared in the same manner as Step 6 of Example 1 using 7-bromo-2-chlorothieno[3,2-d]pyrimidine (200 mg, 0.81 mmol) and quinolin-3-ylboronic acid (140 mg, 0.81 mmol). Starting materials: CCOC(=O)N1CCN(C(=O)C(CC(=O)OC(C)(C)C)NC(=O)c2cc(OCC(=O)N3CCCC3C(=O)OCc3ccccc3)n(-c3cccc(F)c3)n2)CC1, CCOC(C)=O, [H][H]. Yields the product CCOC(=O)N1CCN(C(=O)C(CC(=O)OC(C)(C)C)NC(=O)c2cc(OCC(=O)N3CCCC3C(=O)O)n(-c3cccc(F)c3)n2)CC1. RXN SMILES: [CH2:1]([CH3:2])[O:3][C:4](=[O:5])[N:6]1[CH2:7][CH2:8][N:9]([C:12]([CH:13]([CH2:14][C:15](=[O:16])[O:17][C:18]([CH3:19])([CH3:20])[CH3:21])[NH:22][C:23](=[O:24])[c:25]2[n:26][n:27](-[c:49]3[cH:50][c:51]([F:55])[cH:52][cH:53][cH:54]3)[c:28]([O:30][CH2:31][C:32](=[O:33])[N:34]3[CH:35]([C:39](=[O:40])[O:41][CH2:42][c:43]4[cH:44][cH:45][cH:46][cH:47][cH:48]4)[CH2:36][CH2:37][CH2:38]3)[cH:29]2)=[O:56])[CH2:10][CH2:11]1.[CH3:59][CH2:60][O:61][C:62](=[O:63])[CH3:64].[H:57][H:58]>>[CH2:1]([CH3:2])[O:3][C:4](=[O:5])[N:6]1[CH2:7][CH2:8][N:9]([C:12]([CH:13]([CH2:14][C:15](=[O:16])[O:17][C:18]([CH3:19])([CH3:20])[CH3:21])[NH:22][C:23](=[O:24])[c:25]2[n:26][n:27](-[c:49]3[cH:50][c:51]([F:55])[cH:52][cH:53][cH:54]3)[c:28]([O:30][CH2:31][C:32](=[O:33])[N:34]3[CH:35]([C:39](=[O:40])[OH:41])[CH2:36][CH2:37][CH2:38]3)[cH:29]2)=[O:56])[CH2:10][CH2:11]1. Starting materials: CC(NC(=O)c1cc(Br)cc(N(C)S(C)(=O)=O)c1)c1ccc(F)cc1, O=Cc1ccc(B(O)O)o1, CC(C)NC(C)C, CN(C)C=O. Yields the product CC(NC(=O)c1cc(-c2ccc(C=O)o2)cc(N(C)S(C)(=O)=O)c1)c1ccc(F)cc1. As a reaction SMILES: [Br:1][c:2]1[cH:3][c:4]([C:5](=[O:6])[NH:7][CH:8]([CH3:9])[c:10]2[cH:11][cH:12][c:13]([F:16])[cH:14][cH:15]2)[cH:17][c:18]([N:20]([S:21](=[O:22])(=[O:23])[CH3:24])[CH3:25])[cH:19]1.[CH:26](=[O:27])[c:28]1[cH:29][cH:30][c:31]([B:33]([OH:34])[OH:35])[o:32]1.[CH:36]([NH:37][CH:38]([CH3:39])[CH3:40])([CH3:41])[CH3:42].[O:43]=[CH:44][N:45]([CH3:46])[CH3:47]>>[c:2]1(-[c:31]2[cH:30][cH:29][c:28]([CH:26]=[O:27])[o:32]2)[cH:3][c:4]([C:5](=[O:6])[NH:7][CH:8]([CH3:9])[c:10]2[cH:11][cH:12][c:13]([F:16])[cH:14][cH:15]2)[cH:17][c:18]([N:20]([S:21](=[O:22])(=[O:23])[CH3:24])[CH3:25])[cH:19]1. The reactants are COc1cccc(C(=CC(C)C)c2cc3cccnc3n2S(=O)(=O)c2ccccc2)c1, CCO, [Na+], C1CCOC1, [OH-], O. Product: COc1cccc(C(=CC(C)C)c2cc3cccnc3[nH]2)c1. RXN SMILES: [CH3:1][O:2][c:3]1[cH:4][c:5]([C:9](=[CH:10][CH:11]([CH3:12])[CH3:13])[c:14]2[cH:15][c:16]3[c:17]([n:18][cH:19][cH:20][cH:21]3)[n:22]2[S:23]([c:24]2[cH:25][cH:26][cH:27][cH:28][cH:29]2)(=[O:30])=[O:31])[cH:6][cH:7][cH:8]1.[CH3:34][CH2:35][OH:36].[Na+:33].[O:37]1[CH2:38][CH2:39][CH2:40][CH2:41]1.[OH-:32].[OH2:42]>>[CH3:1][O:2][c:3]1[cH:4][c:5]([C:9](=[CH:10][CH:11]([CH3:12])[CH3:13])[c:14]2[cH:15][c:16]3[c:17]([n:18][cH:19][cH:20][cH:21]3)[nH:22]2)[cH:6][cH:7][cH:8]1.